This data is from the Open Reaction Database (ORD), a public repository of structured organic reaction records. The task is: describe an organic reaction: reactants, conditions, products, and yield Reactants: ClC1=C(C(=O)C=2C(=NN(C2N2C(C=3C(C2=O)=CC=CC3)=O)C3=C(C=C(C=C3Cl)Cl)Cl)OCC)C=CC=C1 (4-(2-Chlorobenzoyl)-3-ethoxy-5-phthalimido-1-(2,4,6-trichlorophenyl)pyrazole), O.NN (hydrazine hydrate). The solvent is C(C)O (ethanol). The product is NC1=C(C(=NN1C1=C(C=C(C=C1Cl)Cl)Cl)OCC)C(C1=C(C=CC=C1)Cl)=O (5-Amino-4-(2-chlorobenzoyl)-3-ethoxy-1-(2,4,6-trichlorophenyl)pyrazole). Reaction SMILES: [Cl:1][C:2]1[CH:37]=[CH:36][CH:35]=[CH:34][C:3]=1[C:4]([C:6]1[C:7]([O:31][CH2:32][CH3:33])=[N:8][N:9]([C:22]2[C:27]([Cl:28])=[CH:26][C:25]([Cl:29])=[CH:24][C:23]=2[Cl:30])[C:10]=1[N:11]1C(=O)C2=CC=CC=C2C1=O)=[O:5].O.NN>C(O)C>[NH2:11][C:10]1[N:9]([C:22]2[C:23]([Cl:30])=[CH:24][C:25]([Cl:29])=[CH:26][C:27]=2[Cl:28])[N:8]=[C:7]([O:31][CH2:32][CH3:33])[C:6]=1[C:4](=[O:5])[C:3]1[CH:34]=[CH:35][CH:36]=[CH:37][C:2]=1[Cl:1] |f:1.2|. Reported procedure: A suspension of 184 mg of the compound of Step D in 10 mL of ethanol was treated with 0.5 mL of 55% hydrazine hydrate and refluxed for 1 hour. Solids in the cooled reaction mixture were filtered off and discarded and the filtrate was evaporated to a gum which was triturated with ether and filtered. The filtrate was again evaporated to a foam which was shown to be 104 mg of the analytically pure title compound. Anal. Calcd. for C18H13O2N3Cl4 : C, 48.57; H, 2.94; N, 9.44. Found, C, 48.41; H, 2.52;... RXN SMILES: [CH2:22]1[O:23][CH2:24][CH2:25][CH2:26]1.[CH3:13][CH2:14][CH2:15][CH2:16][CH2:17][CH3:18].[CH3:1][O:2][C:3]([CH2:4][CH2:5][S:6][CH2:7][C:8](=[O:9])[O:10][CH3:11])=[O:12].[FH:21].[H-:20].[Na+:19]>>[CH3:1][O:2][C:3]([CH:4]1[CH2:5][S:6][CH2:7][C:8]1=[O:9])=[O:12]. Reactants: C1CCOC1, CCCCCC, COC(=O)CCSCC(=O)OC, F, [H-], [Na+]. Yields the product COC(=O)C1CSCC1=O.